Dataset: the Open Reaction Database (ORD), a public repository of structured organic reaction records. Task: describe an organic reaction: reactants, conditions, products, and yield Starting materials: NC=1C=C(C=CC1)O (3-Aminophenol), BrC1=NC=CC=C1 (2-bromopyridine). Run in C(C)(=O)O (acetic acid). Yields the product N1=C(C=CC=C1)NC=1C=C(C=CC1)O (3-(Pyridin-2-ylamino)phenol). RXN SMILES: [NH2:1][C:2]1[CH:3]=[C:4]([OH:8])[CH:5]=[CH:6][CH:7]=1.Br[C:10]1[CH:15]=[CH:14][CH:13]=[CH:12][N:11]=1>C(O)(=O)C>[N:11]1[CH:12]=[CH:13][CH:14]=[CH:15][C:10]=1[NH:1][C:2]1[CH:3]=[C:4]([OH:8])[CH:5]=[CH:6][CH:7]=1. Procedure details: 3-Aminophenol (3.0 g, 27.5 mM) and 2-bromopyridine (4.34 g, 27.5 mM) were combined in acetic acid (15 mL) and heated for about 18 hours. The mixture was concentrated in vacuo and placed on a column of silica gel (150 g). The product was eluted with 3% methanol/methylene chloride to provide 1.2 g of an off white solid. Starting materials: CO, ClC(Cl)Cl, O=C(OO)c1cccc(Cl)c1, Nc1ccccc1CSc1ncc[nH]1. The product is Nc1ccccc1CS(=O)c1ncc[nH]1. Reaction SMILES: [CH3:30][OH:31].[CH:26]([Cl:27])([Cl:28])[Cl:29].[Cl:15][c:16]1[cH:17][cH:18][cH:19][c:20]([C:21]([O:22][OH:24])=[O:23])[cH:25]1.[NH2:1][c:2]1[c:3]([CH2:4][S:5][c:6]2[nH:7][cH:8][cH:9][n:10]2)[cH:11][cH:12][cH:13][cH:14]1>>[NH2:1][c:2]1[c:3]([CH2:4][S:5]([c:6]2[n:7][cH:8][cH:9][nH:10]2)=[O:23])[cH:11][cH:12][cH:13][cH:14]1. Reactants: FC1=C(C(=O)NC2=NNC=C2)C(=CC=C1)F (2,6-difluoro-N-(1H-pyrazol-3-yl)benzamide), N1=C(C=CC=C1C)C (2,6-lutidine), FC1=C(C(=O)NC2=NNC=C2)C(=CC=C1)F (2,6-difluoro-N-1H-pyrazol-3-ylbenzamide), BrCC1=C(C=C(C=C1)OCC1=CC=CC=C1)Cl (1-(bromomethyl)-2-chloro-4-[(phenylmethyl)oxy]benzene). Solvent: CN1CCCC1=O (NMP). Conditions: temperature 160 celsius. Product: ClC1=C(C=CC(=C1)OCC1=CC=CC=C1)CN1N=C(C=C1)NC(C1=C(C=CC=C1F)F)=O (N-[1-({2-Chloro-4-[(phenylmethyl)oxy]phenyl}methyl)-1H-pyrazol-3-yl]-2,6-difluorobenzamide). As a reaction SMILES: [F:1][C:2]1[CH:15]=[CH:14][CH:13]=[C:12]([F:16])[C:3]=1[C:4]([NH:6][C:7]1[CH:11]=[CH:10][NH:9][N:8]=1)=[O:5].Br[CH2:18][C:19]1[CH:24]=[CH:23][C:22]([O:25][CH2:26][C:27]2[CH:32]=[CH:31][CH:30]=[CH:29][CH:28]=2)=[CH:21][C:20]=1[Cl:33].N1C(C)=CC=CC=1C>CN1C(=O)CCC1>[Cl:33][C:20]1[CH:21]=[C:22]([O:25][CH2:26][C:27]2[CH:28]=[CH:29][CH:30]=[CH:31][CH:32]=2)[CH:23]=[CH:24][C:19]=1[CH2:18][N:9]1[CH:10]=[CH:11][C:7]([NH:6][C:4](=[O:5])[C:3]2[C:12]([F:16])=[CH:13][CH:14]=[CH:15][C:2]=2[F:1])=[N:8]1. Procedure details: To a solution of 2,6-difluoro-N-(1H-pyrazol-3-yl)benzamide (for a preparation see Intermediate 9)(0.961 g, 4.31 mmol) and 1-(bromomethyl)-2-chloro-4-[(phenylmethyl)oxy]benzene (1.21 g, 3.88 mmol) in anhydrous NMP (15 ml) was added 2,6-lutidine (0.5 ml, 4.29 mmol, Aldrich). The reaction vessel (20 ml) was sealed and heated in Biotage Initiator microwave to 160° C. for 30 min. After cooling the reaction mixture was partitioned between saturated aqueous sodium hydrogen carbonate (120 ml) and ethyl ... Starting materials: CC1(OCCO1)C1=CC=C(O1)CN1N=C(C=C1)N (1-[5-(2-methyl-[1,3]dioxolan-2-yl)-furan-2-ylmethyl]-1H-pyrazol-3-ylamine), COC1=CC=C(C=C1)C1=C(N=C(O1)C)C(=O)O (5-(4-methoxy-phenyl)-2-methyl-oxazole-4-carboxylic acid). Yields the product C(C)(=O)C1=CC=C(O1)CN1N=C(C=C1)NC(=O)C=1N=C(OC1C1=CC=C(C=C1)OC)C (5-(4-Methoxy-phenyl)-2-methyl-oxazole-4-carboxylic acid [1-(5-acetyl-furan-2-ylmethyl)-1H-pyrazol-3-yl]-amide). RXN SMILES: [CH3:1][C:2]1([C:7]2[O:11][C:10]([CH2:12][N:13]3[CH:17]=[CH:16][C:15]([NH2:18])=[N:14]3)=[CH:9][CH:8]=2)[O:6]CCO1.[CH3:19][O:20][C:21]1[CH:26]=[CH:25][C:24]([C:27]2[O:31][C:30]([CH3:32])=[N:29][C:28]=2[C:33](O)=[O:34])=[CH:23][CH:22]=1>>[C:2]([C:7]1[O:11][C:10]([CH2:12][N:13]2[CH:17]=[CH:16][C:15]([NH:18][C:33]([C:28]3[N:29]=[C:30]([CH3:32])[O:31][C:27]=3[C:24]3[CH:25]=[CH:26][C:21]([O:20][CH3:19])=[CH:22][CH:23]=3)=[O:34])=[N:14]2)=[CH:9][CH:8]=1)(=[O:6])[CH3:1]. Procedure details: Following general procedure B followed by either C or D, starting from 1-[5-(2-methyl-[1,3]dioxolan-2-yl)-furan-2-ylmethyl]-1H-pyrazol-3-ylamine and 5-(4-methoxy-phenyl)-2-methyl-oxazole-4-carboxylic acid. Run in CO (methanol), C(Cl)(Cl)Cl (chloroform). Starting materials: [N+](=O)([O-])C=1C=C(C=CC1)OB(O)O (3-nitrophenylboric acid), tetrakistriphenylphosphine palladium, C([O-])([O-])=O.[Na+].[Na+] (sodium carbonate), BrC1=CC=C(C=C1)CC(=O)O (4-bromophenylacetic acid), C1(=CC=CC=C1)C (toluene). Reaction SMILES: Br[C:2]1[CH:7]=[CH:6][C:5]([CH2:8][C:9](O)=O)=[CH:4][CH:3]=1.[C:12](=[O:15])([O-])[O-:13].[Na+].[Na+].[N+:18]([C:21]1[CH:22]=C(OB(O)O)C=[CH:25][CH:26]=1)([O-:20])=[O:19].[C:31]1(C)C=CC=CC=1>CO.C(Cl)(Cl)Cl>[N+:18]([C:21]1[CH:22]=[C:8]([C:5]2[CH:4]=[CH:3][C:2]([C:12]([O:13][CH3:31])=[O:15])=[CH:7][CH:6]=2)[CH:9]=[CH:25][CH:26]=1)([O-:20])=[O:19] |f:1.2.3|. Reported procedure: In 60 ml of toluene was dissolved 6.4 g of 4-bromophenylacetic acid. To the solution were added 1.04 g of tetrakistriphenylphosphine palladium and 30 ml of 2M sodium carbonate aqueous solution. To the mixture was added the solution of 5.0 g 3-nitrophenylboric acid in 15 ml of methanol under a stream of nitrogen, followed by stirring at 80° C. for 11 hours. The reacton mixture was diluted with chloroform and filtered by Celite. The organic layer was separated and washed with 2M sodium carbonate a... Product: [N+](=O)([O-])C=1C=C(C=CC1)C1=CC=C(C=C1)C(=O)OC (Methyl 3'-nitro-biphenyl-4-carboxylate). Reaction conditions: temperature 80 celsius, time 11 hour. Reactants: Cl (HCl), COC(COC1=CC=C(C=C1)NC(=O)[C@H]1[C@@H]([C@@]2([C@@H](N1)CC(C)(C)C)C(NC1=CC(=CC=C12)Cl)=O)C1=C(C(=CC=C1)Cl)F)=O (rac-(4-{[(2′S,3′R,4′S,5′R)-6-chloro-4′-(3-chloro-2-fluoro-phenyl)-2′-(2,2-dimethyl-propyl)-2-oxo-1,2-dihydro-spiro[indole-3,3′-pyrrolidine]-5′-carbonyl]-amino}-phenoxy)-acetic acid methyl ester), LiOH monohydrate. The solvent is C(C)(=O)OCC (ethyl acetate), C1CCOC1 (THF), O (water). Conditions: time 8 hour. Yields the product ClC1=CC=C2C(=C1)NC([C@@]21[C@@H](N[C@H]([C@@H]1C1=C(C(=CC=C1)Cl)F)C(=O)NC1=CC=C(OCC(=O)O)C=C1)CC(C)(C)C)=O (rac-(4-{[(2′S,3′R,4′S,5′R)-6-chloro-4′-(3-chloro-2-fluoro-phenyl)-2′-(2,2-dimethyl-propyl)-2-oxo-1,2-dihydro-spiro[indole-3,3′-pyrrolidine]-5′-carbonyl]-amino}-phenoxy)-acetic acid). Yield: 82.5%. RXN SMILES: C[O:2][C:3](=[O:43])[CH2:4][O:5][C:6]1[CH:11]=[CH:10][C:9]([NH:12][C:13]([C@@H:15]2[NH:19][C@@H:18]([CH2:20][C:21]([CH3:24])([CH3:23])[CH3:22])[C@:17]3([C:32]4[C:27](=[CH:28][C:29]([Cl:33])=[CH:30][CH:31]=4)[NH:26][C:25]3=[O:34])[C@H:16]2[C:35]2[CH:40]=[CH:39][CH:38]=[C:37]([Cl:41])[C:36]=2[F:42])=[O:14])=[CH:8][CH:7]=1.Cl>C1COCC1.O.C(OCC)(=O)C>[Cl:33][C:29]1[CH:28]=[C:27]2[NH:26][C:25](=[O:34])[C@:17]3([C@@H:16]([C:35]4[CH:40]=[CH:39][CH:38]=[C:37]([Cl:41])[C:36]=4[F:42])[C@H:15]([C:13]([NH:12][C:9]4[CH:10]=[CH:11][C:6]([O:5][CH2:4][C:3]([OH:43])=[O:2])=[CH:7][CH:8]=4)=[O:14])[NH:19][C@H:18]3[CH2:20][C:21]([CH3:23])([CH3:22])[CH3:24])[C:32]2=[CH:31][CH:30]=1. Reported procedure: To a solution of rac-(4-{[(2′S,3′R,4′S,5′R)-6-chloro-4′-(3-chloro-2-fluoro-phenyl)-2′-(2,2-dimethyl-propyl)-2-oxo-1,2-dihydro-spiro[indole-3,3′-pyrrolidine]-5′-carbonyl]-amino}-phenoxy)-acetic acid methyl ester (45 mg, 0.071 mmol) in THF (3 mL) was added LiOH monohydrate (13 mg, 0.30 mmol) in water (2 mL) and the reaction mixture was allowed to stir at rt overnight. The mixture was then treated with 1N HCl to slightly acidic, diluted with ethyl acetate (80 mL), washed with water (2×15 mL), dried... Starting materials: CO, CON=C(C(=O)O)c1cccc(NC=O)n1, Cl. Product: Cl, CON=C(C(=O)O)c1cccc(N)n1. As a reaction SMILES: [CH3:18][OH:19].[CH:1](=[O:2])[NH:3][c:4]1[cH:5][cH:6][cH:7][c:8]([C:10]([C:11](=[O:12])[OH:13])=[N:14][O:15][CH3:16])[n:9]1.[ClH:17]>>[ClH:17].[NH2:3][c:4]1[cH:5][cH:6][cH:7][c:8]([C:10]([C:11](=[O:12])[OH:13])=[N:14][O:15][CH3:16])[n:9]1. Reactants: CN1C(=CC2=CC=CC=C12)C(=O)OC (methyl 1-methyl-1H-indole-2-carboxylate), C(CN)N (ethylenediamine), C[Al](C)C (trimethylaluminium), C(Br)(Br)Br (CHBr3). Product: N1C(=NCC1)C=1N(C2=CC=CC=C2C1)C (2-(2-imidazolin-2-yl)-1-methyl-1H-indole). As a reaction SMILES: C(Br)(Br)Br.[CH3:5][N:6]1[C:14]2[C:9](=[CH:10][CH:11]=[CH:12][CH:13]=2)[CH:8]=[C:7]1[C:15](OC)=O.[CH2:19]([NH2:22])[CH2:20][NH2:21].C[Al](C)C>>[NH:21]1[CH2:20][CH2:19][N:22]=[C:15]1[C:7]1[N:6]([CH3:5])[C:14]2[C:9]([CH:8]=1)=[CH:10][CH:11]=[CH:12][CH:13]=2. Reported procedure: A stirred suspension of methyl 1H-indole-2-carboxylate (5.0 g), dimethyl sulphate (9 ml) and potassium carbonate (10.4 g) in dry acetone (200 ml) was heated under reflux for 24 h. After cooling to room temperature 5% ammonia solution (50 ml) was added and the mixture stirred for 2 hours. The solvent was removed in vacuo and the residue partitioned between dichloromethane and water. The organic layer was dried and the solvent evaporated to give methyl 1-methyl-1H-indole-2-carboxylate (5.4 g) as a... Reactants: C(C)OC(=O)N1CCN(CC1)C([C@H](CCC(=O)OC(C)(C)C)NC(=O)C1=NN(C(=C1)OCC(=O)O)C1=CC=CC=C1)=O (4-{(S)-4-tert-Butoxycarbonyl-2-[(5-carboxymethoxy-1-phenyl-1H-pyrazole-3-carbonyl)-amino]-butyryl}-piperazine-1-carboxylic acid ethyl ester), C1=CC2=C(N=C1)N(N=N2)O (HOAt), CCN(C(C)C)C(C)C (DIPEA), COC(=O)[C@H]1NCC(C1)(F)F ((S)-4,4-Difluoro-pyrrolidine-2-carboxylic acid methyl ester). Solvent: CN(C)C=O (DMF), C(CCl)Cl (EDC), C(C)(=O)OCC (ethyl acetate). Product: C(C)OC(=O)N1CCN(CC1)C([C@H](CCC(=O)OC(C)(C)C)NC(=O)C1=NN(C(=C1)OCC(=O)N1[C@@H](CC(C1)(F)F)C(=O)OC)C1=CC=CC=C1)=O (4-[(S)-4-tert-Butoxycarbonyl-2-({5-[2-((S)-4,4-difluoro-2-methoxycarbonyl-pyrrolidin-1-yl)-2-oxo-ethoxy]-1-phenyl-1H-pyrazole-3-carbonyl}-amino)-butyryl]-piperazine-1-carboxylic acid ethyl ester). Reaction SMILES: [CH2:1]([O:3][C:4]([N:6]1[CH2:11][CH2:10][N:9]([C:12](=[O:42])[C@@H:13]([NH:23][C:24]([C:26]2[CH:30]=[C:29]([O:31][CH2:32][C:33](O)=[O:34])[N:28]([C:36]3[CH:41]=[CH:40][CH:39]=[CH:38][CH:37]=3)[N:27]=2)=[O:25])[CH2:14][CH2:15][C:16]([O:18][C:19]([CH3:22])([CH3:21])[CH3:20])=[O:17])[CH2:8][CH2:7]1)=[O:5])[CH3:2].C1C=NC2N(O)N=NC=2C=1.CCN(C(C)C)C(C)C.[CH3:62][O:63][C:64]([C@@H:66]1[CH2:70][C:69]([F:72])([F:71])[CH2:68][NH:67]1)=[O:65]>CN(C=O)C.C(OCC)(=O)C.C(Cl)CCl>[CH2:1]([O:3][C:4]([N:6]1[CH2:11][CH2:10][N:9]([C:12](=[O:42])[C@@H:13]([NH:23][C:24]([C:26]2[CH:30]=[C:29]([O:31][CH2:32][C:33]([N:67]3[CH2:68][C:69]([F:72])([F:71])[CH2:70][C@H:66]3[C:64]([O:63][CH3:62])=[O:65])=[O:34])[N:28]([C:36]3[CH:37]=[CH:38][CH:39]=[CH:40][CH:41]=3)[N:27]=2)=[O:25])[CH2:14][CH2:15][C:16]([O:18][C:19]([CH3:22])([CH3:21])[CH3:20])=[O:17])[CH2:8][CH2:7]1)=[O:5])[CH3:2]. Procedure details: To a solution of 1.2 g 4-{(S)-4-tert-Butoxycarbonyl-2-[(5-carboxymethoxy-1-phenyl-1H-pyrazole-3-carbonyl)-amino]-butyryl}-piperazine-1-carboxylic acid ethyl ester in 35 ml DMF were added 278 mg HOAt, 1.6 g EDC, 1.1 ml DIPEA and 684 mg (S)-4,4-Difluoro-pyrrolidine-2-carboxylic acid methyl ester hydrotrifluoroacetate. After 36 h the mixture was diluted with ethyl acetate and subsequently extracted with aqueous LiCl (4% w/w), 0.1 M HCl and saturated aqueous NaHCO3. The organic layer was dried over ... The reactants are ClC(Cl)Cl, CN(c1ccc(F)cc1)S(=O)(=O)c1ccccc1CO. Product: CN(c1ccc(F)cc1)S(=O)(=O)c1ccccc1C=O. RXN SMILES: [CH:21]([Cl:22])([Cl:23])[Cl:24].[F:1][c:2]1[cH:3][cH:4][c:5]([N:8]([S:9](=[O:10])(=[O:11])[c:12]2[c:13]([CH2:18][OH:19])[cH:14][cH:15][cH:16][cH:17]2)[CH3:20])[cH:6][cH:7]1>>[F:1][c:2]1[cH:3][cH:4][c:5]([N:8]([S:9](=[O:10])(=[O:11])[c:12]2[c:13]([CH:18]=[O:19])[cH:14][cH:15][cH:16][cH:17]2)[CH3:20])[cH:6][cH:7]1.